From a dataset of the Open Reaction Database (ORD), a public repository of structured organic reaction records. describe an organic reaction: reactants, conditions, products, and yield The reactants are OC=1C(=NC=CC1)C(=O)N (3-hydroxypicolinamide), C1=2C(=O)OC(NC1=CC=CC2)=O (isatoic anhydride), CN(C=O)C (dimethylformamide), [OH-].[K+] (potassium hydroxide). Reaction conditions: time 4 hour. The product is OC1=NC=CC=C1C1=NC2=CC=CC=C2C(N1)=O (2-(2'-hydroxypyridyl)-4-(3H)-quinazolinone). As a reaction SMILES: O[C:2]1[C:3](C(N)=O)=[N:4][CH:5]=[CH:6][CH:7]=1.[C:11]12[C:17](=[CH:18][CH:19]=[CH:20][CH:21]=1)[NH:16]C(=O)OC2=O.[OH-:23].[K+].[CH3:25][N:26](C)[CH:27]=[O:28]>>[OH:23][C:3]1[C:2]([C:25]2[NH:26][C:27](=[O:28])[C:18]3[C:17](=[CH:11][CH:21]=[CH:20][CH:19]=3)[N:16]=2)=[CH:7][CH:6]=[CH:5][N:4]=1 |f:2.3|. Procedure: To a stirred solution of 20 mmole of 3-hydroxypicolinamide (2.6 g) in 10 mL dimethylformamide is added 3.2 g (20 mmole) of isatoic anhydride. The mixture is heated to 80°-100° C. and then 5 mg of powdered potassium hydroxide is added. The mixture is kept at this temperature for 4 hours then cooled and the precipitate is isolated, washed with cold dimethylformamide and methanol. Yield: 2.2 g (46%); mp: 190°-192° C. Color of fluorescence: blue.